Dataset: the Open Reaction Database (ORD), a public repository of structured organic reaction records. Task: describe an organic reaction: reactants, conditions, products, and yield Starting materials: CNOC, CCOCC, ClCCl, Cl, O=C(Cl)c1ccc(C(F)(F)F)cc1, c1ccncc1. Yields the product CON(C)C(=O)c1ccc(C(F)(F)F)cc1. Reaction SMILES: [CH3:15][NH:16][O:17][CH3:18].[CH3:28][CH2:29][O:30][CH2:31][CH3:32].[Cl:25][CH2:26][Cl:27].[ClH:14].[F:1][C:2]([c:3]1[cH:4][cH:5][c:6]([C:7](=[O:8])[Cl:9])[cH:10][cH:11]1)([F:12])[F:13].[cH:19]1[cH:20][cH:21][n:22][cH:23][cH:24]1>>[F:1][C:2]([c:3]1[cH:4][cH:5][c:6]([C:7](=[O:8])[N:16]([CH3:15])[O:17][CH3:18])[cH:10][cH:11]1)([F:12])[F:13].